Dataset: the Open Reaction Database (ORD), a public repository of structured organic reaction records. Task: describe an organic reaction: reactants, conditions, products, and yield The reactants are CN[C@@H]1CC2=C(C=CC=C2CC1)OC ((-)-N-methyl-(2S)-2-amino-8-methoxytetralin), C(C1=CC=CC=C1)N[C@@H]1CC2=C(C=CC=C2CC1)OC ((-)(2S)-2-benzylamino-8-methoxytetralin). The reagents and catalysts are [Pd] (palladium on carbon). Product: N[C@@H]1CC2=C(C=CC=C2CC1)OC ((-)(2S)-2-amino-8-methoxy-tetralin). As a reaction SMILES: C[NH:2][C@H:3]1[CH2:12][CH2:11][C:10]2[C:5](=[C:6]([O:13][CH3:14])[CH:7]=[CH:8][CH:9]=2)[CH2:4]1.C(N[C@H]1CCC2C(=C(OC)C=CC=2)C1)C1C=CC=CC=1>[Pd]>[NH2:2][C@H:3]1[CH2:12][CH2:11][C:10]2[C:5](=[C:6]([O:13][CH3:14])[CH:7]=[CH:8][CH:9]=2)[CH2:4]1. Procedure details: It is contemplated that (-)-N-methyl-(2S)-2-amino-8-methoxytetralin can be prepared as follows: (-)(2S)-2-benzylamino-8-methoxytetralin (prepared as described in Karlsson et al., Acta Chemica Scandinavica 1988, B42, 231-236) can be hydrogenated in a Parr apparatus in the presence of 10% palladium on carbon to afford (-)(2S)-2-amino-8-methoxy-tetralin. (-)(2S)-2-Amino-8-methoxytetralin can then be formylated as described in Example 6(g) to afford (-)-N-formyl-(2S)-2-amino-8-methoxytetralin which ... Run at temperature -15 celsius, time 20 minute. Procedure details: The 0.7 mL of benzo[d][1,3,2]dioxaborole (396 mg, 3.3 mmol) was added to a nitrogen purged solution of isopropyl 2-(5-bromo-4-(3-isopropylazetidin-1-yl)-2,6-dimethylpyridin-3-yl)-2-oxoacetate (875 mg, 2.2 mmol) and 0.66 mL of (R)-1-methyl-3,3-diphenylhexahydropyrrolo[1,2-c][1,3,2]oxazaborole (183 mg, 0.66 mmol) in toluene (20 mL) at −60° C. and allowed to warm to −15° C. before being placed in the freezer overnight. The reaction was quenched with 1M Na2CO3 (5 mL), diluted with EtOAc, and stirred... As a reaction SMILES: O1C2C=CC=CC=2OB1.[Br:10][C:11]1[C:12]([N:27]2[CH2:30][CH:29]([CH:31]([CH3:33])[CH3:32])[CH2:28]2)=[C:13]([C:19](=[O:26])[C:20]([O:22][CH:23]([CH3:25])[CH3:24])=[O:21])[C:14]([CH3:18])=[N:15][C:16]=1[CH3:17].CB1N2CCC[C@@H]2C(C2C=CC=CC=2)(C2C=CC=CC=2)O1>C1(C)C=CC=CC=1>[Br:10][C:11]1[C:12]([N:27]2[CH2:30][CH:29]([CH:31]([CH3:33])[CH3:32])[CH2:28]2)=[C:13]([C@H:19]([OH:26])[C:20]([O:22][CH:23]([CH3:25])[CH3:24])=[O:21])[C:14]([CH3:18])=[N:15][C:16]=1[CH3:17]. Isolated yield 70.7%. Solvent: C1(=CC=CC=C1)C (toluene). Yields the product BrC=1C(=C(C(=NC1C)C)[C@@H](C(=O)OC(C)C)O)N1CC(C1)C(C)C ((S)-isopropyl 2-(5-bromo-4-(3-isopropylazetidin-1-yl)-2,6-dimethylpyridin-3-yl)-2-hydroxyacetate). Starting materials: O1BOC2=C1C=CC=C2 (benzo[d][1,3,2]dioxaborole), BrC=1C(=C(C(=NC1C)C)C(C(=O)OC(C)C)=O)N1CC(C1)C(C)C (isopropyl 2-(5-bromo-4-(3-isopropylazetidin-1-yl)-2,6-dimethylpyridin-3-yl)-2-oxoacetate), CB1OC([C@@H]2N1CCC2)(C2=CC=CC=C2)C2=CC=CC=C2 ((R)-1-methyl-3,3-diphenylhexahydropyrrolo[1,2-c][1,3,2]oxazaborole). Reactants: BrC1=CC=C(CNC(CC(=O)OC)=O)C=C1 (Methyl 3-[(4-bromobenzyl)amino]-3-oxopropanoate), COC(N(C)C)OC (dimethylformamide dimethylacetal). Solvent: C1CCOC1 (THF). Product: BrC1=CC=C(CNC(=O)C(C(=O)OC)=CN(C)C)C=C1 (Methyl 2-{[(4-bromobenzyl)amino]carbonyl}-3-(dimethylamino)acrylate). As a reaction SMILES: [Br:1][C:2]1[CH:16]=[CH:15][C:5]([CH2:6][NH:7][C:8](=[O:14])[CH2:9][C:10]([O:12][CH3:13])=[O:11])=[CH:4][CH:3]=1.CO[CH:19](OC)[N:20]([CH3:22])[CH3:21]>C1COCC1>[Br:1][C:2]1[CH:3]=[CH:4][C:5]([CH2:6][NH:7][C:8]([C:9](=[CH:19][N:20]([CH3:22])[CH3:21])[C:10]([O:12][CH3:13])=[O:11])=[O:14])=[CH:15][CH:16]=1. Procedure details: The product of Step A (5.01 g, 17.5 mmol) in THF (30 mL) was treated to dimethylformamide dimethylacetal (4.97 mL, 35.0 mmol, 94% assay) at 60° C. for about an hour. The reaction was concentrated and used directly in Step C. The reactants are CO (methanol), ClC=1C=C(C2=C(N(CCO2)C)C1)C(=O)OC (methyl 6-chloro-4-methyl-3,4-dihydro-2H-1,4-benzoxazine-8-carboxylate), [OH-].[Na+] (sodium hydroxide), Cl (hydrochloric acid). Run in O (water), O (water). Reaction conditions: temperature 70 celsius. The product is ClC=1C=C(C2=C(N(CCO2)C)C1)C(=O)O (6-chloro-4-methyl- 3,4-dihydro-2H-1,4-benzoxazine-8-carboxylic acid). As a reaction SMILES: [Cl:1][C:2]1[CH:3]=[C:4]([C:13]([O:15]C)=[O:14])[C:5]2[O:10][CH2:9][CH2:8][N:7]([CH3:11])[C:6]=2[CH:12]=1.[OH-].[Na+].CO.Cl>O>[Cl:1][C:2]1[CH:3]=[C:4]([C:13]([OH:15])=[O:14])[C:5]2[O:10][CH2:9][CH2:8][N:7]([CH3:11])[C:6]=2[CH:12]=1 |f:1.2|. Reported procedure: 7.1 Grams of methyl 6-chloro-4-methyl-3,4-dihydro-2H-1,4-benzoxazine-8-carboxylate and 3.8 g of sodium hydroxide were dissolved in a mixed solvent obtained by mixing 50 ml of methanol and 100 ml of water, and the resulting solution was heated at 70° C. for 2 hours with stirring. The liquid reaction mixture was added to 300 ml of water, and 6 ml of concentrated hydrochloric acid was added thereto. The resulting insoluble substance was filtered off, washed with water, and dried, thereby obtaining ...